describe an organic reaction: reactants, conditions, products, and yield From a dataset of the Open Reaction Database (ORD), a public repository of structured organic reaction records. Starting materials: CC(C)(C)OC(=O)N1CCN(CCCN2CCCCC2)C(=O)C1COCc1ccccc1, CC(=O)O, [Pd]. Yields the product CC(C)(C)OC(=O)N1CCN(CCCN2CCCCC2)C(=O)C1CO. As a reaction SMILES: [C:1]([CH3:2])([CH3:3])([CH3:4])[O:5][C:6](=[O:7])[N:8]1[CH:9]([CH2:24][O:25][CH2:26][c:27]2[cH:28][cH:29][cH:30][cH:31][cH:32]2)[C:10](=[O:23])[N:11]([CH2:14][CH2:15][CH2:16][N:17]2[CH2:18][CH2:19][CH2:20][CH2:21][CH2:22]2)[CH2:12][CH2:13]1.[CH3:33][C:34](=[O:35])[OH:36].[Pd:37]>>[C:1]([CH3:2])([CH3:3])([CH3:4])[O:5][C:6](=[O:7])[N:8]1[CH:9]([CH2:24][OH:25])[C:10](=[O:23])[N:11]([CH2:14][CH2:15][CH2:16][N:17]2[CH2:18][CH2:19][CH2:20][CH2:21][CH2:22]2)[CH2:12][CH2:13]1. Starting materials: [OH-].[Na+] (sodium hydroxide), S(=O)(=O)([O-])[O-].[Na+].[Na+] (sodium sulfate), [H-].[Al+3].[Li+].[H-].[H-].[H-] (lithium aluminum hydride), C(C1=CC=CC=C1)N1C([C@@H](NC(C1)=O)C(C)C)=O (1-benzyl-2,5-dioxo-3(S)-isopropylpiperazine). Solvent: O (water), O (water), ClCCl (dichloromethane), O1CCCC1 (tetrahydrofuran). Conditions: temperature 0 celsius. The product is C(C1=CC=CC=C1)N1C[C@@H](NCC1)C(C)C (1-benzyl-3(S)-isopropylpiperazine). Isolated yield 42.9%. RXN SMILES: [H-].[Al+3].[Li+].[H-].[H-].[H-].[CH2:7]([N:14]1[CH2:19][C:18](=O)[NH:17][C@@H:16]([CH:21]([CH3:23])[CH3:22])[C:15]1=O)[C:8]1[CH:13]=[CH:12][CH:11]=[CH:10][CH:9]=1.[OH-].[Na+].S([O-])([O-])(=O)=O.[Na+].[Na+]>ClCCl.O.O1CCCC1>[CH2:7]([N:14]1[CH2:19][CH2:18][NH:17][C@@H:16]([CH:21]([CH3:23])[CH3:22])[CH2:15]1)[C:8]1[CH:9]=[CH:10][CH:11]=[CH:12][CH:13]=1 |f:0.1.2.3.4.5,7.8,9.10.11|. Procedure: To 100 mL tetrahydrofuran cooled to 0° C. were added 9 mL (8.9 mMol) lithium aluminum hydride (1.0 M in tetrahydrofuran) dropwise. To this was added dropwise a solution of 1.0 gm (4.06 mmol) 1-benzyl-2,5-dioxo-3(S)-isopropylpiperazine in 50 mL dichloromethane over 30 minutes. The reaction mixture was then heated at reflux over night. The reaction mixture was then cooled to 0° C. and was stirred vigorously while being treated sequentially with 1 mL water, 1 mL 5N sodium hydroxide, 2 mL water, and...